This data is from the Open Reaction Database (ORD), a public repository of structured organic reaction records. The task is: describe an organic reaction: reactants, conditions, products, and yield Reactants: [H][H], COc1ccc(C(=O)O)c([N+](=O)[O-])c1, [NH4+], [OH-], [Pd]. The product is COc1ccc(C(=O)O)c(N)c1. RXN SMILES: [H:15][H:16].[N+:1]([O-:2])(=[O:3])[c:4]1[c:5]([C:6](=[O:7])[OH:8])[cH:9][cH:10][c:11]([O:13][CH3:14])[cH:12]1.[NH4+:18].[OH-:19].[Pd:17]>>[NH2:1][c:4]1[c:5]([C:6](=[O:7])[OH:8])[cH:9][cH:10][c:11]([O:13][CH3:14])[cH:12]1.